Task: describe an organic reaction: reactants, conditions, products, and yield. Dataset: the Open Reaction Database (ORD), a public repository of structured organic reaction records Reactants: [H-].[Na+] (sodium hydride), C1COCCOCCOCCOCCO1 (15-crown-5), FC=1C(=CNC1C=1C(=NC=CC1)F)CN(C(OC(C)(C)C)=O)C (tert-butyl {[4-fluoro-5-(2-fluoropyridin-3-yl)-1H-pyrrol-3-yl]methyl}methylcarbamate), C(#N)C1=C(C=CC=C1)S(=O)(=O)Cl (2-cyanobenzenesulfonyl chloride). Run in O (water), O1CCCC1 (tetrahydrofuran), O1CCCC1 (tetrahydrofuran). Reaction conditions: time 0.5 hour. Yields the product C(#N)C1=C(C=CC=C1)S(=O)(=O)N1C=C(C(=C1C=1C(=NC=CC1)F)F)CN(C(OC(C)(C)C)=O)C (tert-butyl {[1-[(2-cyanophenyl)sulfonyl]-4-fluoro-5-(2-fluoropyridin-3-yl)-1H-pyrrol-3-yl]methyl}methylcarbamate). Isolated yield 97.2%. Reaction SMILES: [H-].[Na+].C1OCCOCCOCCOCCOC1.[F:18][C:19]1[C:20]([CH2:31][N:32]([CH3:40])[C:33](=[O:39])[O:34][C:35]([CH3:38])([CH3:37])[CH3:36])=[CH:21][NH:22][C:23]=1[C:24]1[C:25]([F:30])=[N:26][CH:27]=[CH:28][CH:29]=1.[C:41]([C:43]1[CH:48]=[CH:47][CH:46]=[CH:45][C:44]=1[S:49](Cl)(=[O:51])=[O:50])#[N:42]>O1CCCC1.O>[C:41]([C:43]1[CH:48]=[CH:47][CH:46]=[CH:45][C:44]=1[S:49]([N:22]1[C:23]([C:24]2[C:25]([F:30])=[N:26][CH:27]=[CH:28][CH:29]=2)=[C:19]([F:18])[C:20]([CH2:31][N:32]([CH3:40])[C:33](=[O:39])[O:34][C:35]([CH3:36])([CH3:37])[CH3:38])=[CH:21]1)(=[O:51])=[O:50])#[N:42] |f:0.1|. Procedure details: To a suspension of sodium hydride (60% in oil, 26 mg) in tetrahydrofuran (4 mL) were added dropwise 15-crown-5 (0.13 mL), a solution of tert-butyl {[4-fluoro-5-(2-fluoropyridin-3-yl)-1H-pyrrol-3-yl]methyl}methylcarbamate (162 mg) in tetrahydrofuran (1 mL) and 2-cyanobenzenesulfonyl chloride (151 mg) under ice-cooling, and the mixture was stirred for 0.5 hr. The reaction mixture was diluted with water, and extracted with ethyl acetate. The separated aqueous layer was extracted again with ethyl ac...